Dataset: the Open Reaction Database (ORD), a public repository of structured organic reaction records. Task: describe an organic reaction: reactants, conditions, products, and yield Reactants: COc1cc(C(=O)Cl)cc(OC)c1OC, CN1CCc2cc(N)ccc2C1. Product: COc1cc(C(=O)Nc2ccc3c(c2)CCN(C)C3)cc(OC)c1OC. As a reaction SMILES: [CH3:13][O:14][c:15]1[cH:16][c:17]([C:18](=[O:19])[Cl:20])[cH:21][c:22]([O:26][CH3:27])[c:23]1[O:24][CH3:25].[NH2:1][c:2]1[cH:3][c:4]2[c:9]([cH:10][cH:11]1)[CH2:8][N:7]([CH3:12])[CH2:6][CH2:5]2>>[NH:1]([c:2]1[cH:3][c:4]2[c:9]([cH:10][cH:11]1)[CH2:8][N:7]([CH3:12])[CH2:6][CH2:5]2)[C:18]([c:17]1[cH:16][c:15]([O:14][CH3:13])[c:23]([O:24][CH3:25])[c:22]([O:26][CH3:27])[cH:21]1)=[O:19]. Starting materials: CCCC1(O)CCNC1C, N#Cc1ccc(F)c(C(F)(F)F)c1, [Li+], [Li+], O=C([O-])[O-]. The product is CCCC1(O)CCN(c2ccc(C#N)cc2C(F)(F)F)C1C. As a reaction SMILES: [CH3:1][CH:2]1[NH:3][CH2:4][CH2:5][C:6]1([OH:7])[CH2:8][CH2:9][CH3:10].[F:11][c:12]1[c:13]([C:20]([F:21])([F:22])[F:23])[cH:14][c:15]([C:16]#[N:17])[cH:18][cH:19]1.[Li+:24].[Li+:25].[O-:26][C:27](=[O:28])[O-:29]>>[CH3:1][CH:2]1[N:3]([c:12]2[c:13]([C:20]([F:21])([F:22])[F:23])[cH:14][c:15]([C:16]#[N:17])[cH:18][cH:19]2)[CH2:4][CH2:5][C:6]1([OH:7])[CH2:8][CH2:9][CH3:10]. Starting materials: C(CC)#N (propionitrile), P(O)(O)O (phosphorous acid). Run in C(C)O (ethanol). Conditions: temperature 150 celsius. Yields the product NC(CC)(P(=O)(O)O)P(=O)(O)O (1-amino-1,1-diphosphono propane). Yield: 52.0%. As a reaction SMILES: [C:1](#[N:4])[CH2:2][CH3:3].[P:5]([OH:8])([OH:7])[OH:6]>C(O)C>[NH2:4][C:1]([P:5]([OH:8])([OH:7])=[O:6])([P:5]([OH:8])([OH:7])=[O:6])[CH2:2][CH3:3]. Procedure details: A mixture of propionitrile (5.5 g, 0.1 mole), phosphorous acid (16.4 g, 0.2 mole), ISOPAR-M (22 g), and wetting agents (0.5 g each) was heated under nitrogen at ambient pressure for 2 hours at 150° C. The product was worked up with ethanol. Colorless crystals of 1-amino-1,1-diphosphono propane (52% yield), m.p. 282° C was obtained. The reactants are N (Ammonia), C(C)(=O)SCC(C(=O)N(CC(=O)O)C1CCCCCC1)C (N-(3-acetylthio-2-methylpropanoyl)-N-cycloheptyl glycine). Product: SCC(C(=O)N(CC(=O)O)C1CCCCCC1)C (N-(3-Mercapto-2-methylpropanoyl)-N-cycloheptylglycine). Yield: 87.5%. RXN SMILES: N.C([S:5][CH2:6][CH:7]([CH3:22])[C:8]([N:10]([CH:15]1[CH2:21][CH2:20][CH2:19][CH2:18][CH2:17][CH2:16]1)[CH2:11][C:12]([OH:14])=[O:13])=[O:9])(=O)C>>[SH:5][CH2:6][CH:7]([CH3:22])[C:8]([N:10]([CH:15]1[CH2:21][CH2:20][CH2:19][CH2:18][CH2:17][CH2:16]1)[CH2:11][C:12]([OH:14])=[O:13])=[O:9]. Procedure details: Ammonia gas was bubbled slowly through a stirred methanolic solution of N-(3-acetylthio-2-methylpropanoyl)-N-cycloheptyl glycine (7.2 g, 0.023 mol) for two hours. The reaction mixture was then concentrated and the residue redissolved in methylene chloride (300 ml). This solution was washed with 5% aqueous sodium bisulfate (5×200 ml), dried over MgSO4, filtered and concentrated to yield 5.5 g (88%) crude product. This material was purified further by HPLC, with ethyl acetate/toluene/hexane/acetic... The reactants are CO, COC(=O)C(Cc1cn(C2CCOc3cc(CN4CCC(F)CC4)ccc32)nn1)NS(=O)(=O)c1ccc(C)cc1, [Li+], [OH-]. Product: Cc1ccc(S(=O)(=O)NC(Cc2cn(C3CCOc4cc(CN5CCC(F)CC5)ccc43)nn2)C(=O)O)cc1. Reaction SMILES: [CH3:43][OH:44].[F:1][CH:2]1[CH2:3][CH2:4][N:5]([CH2:8][c:9]2[cH:10][cH:11][c:12]3[c:17]([cH:18]2)[O:16][CH2:15][CH2:14][CH:13]3[n:19]2[n:20][n:21][c:22]([CH2:24][CH:25]([C:26](=[O:27])[O:28][CH3:29])[NH:30][S:31](=[O:32])(=[O:33])[c:34]3[cH:35][cH:36][c:37]([CH3:40])[cH:38][cH:39]3)[cH:23]2)[CH2:6][CH2:7]1.[Li+:42].[OH-:41]>>[F:1][CH:2]1[CH2:3][CH2:4][N:5]([CH2:8][c:9]2[cH:10][cH:11][c:12]3[c:17]([cH:18]2)[O:16][CH2:15][CH2:14][CH:13]3[n:19]2[n:20][n:21][c:22]([CH2:24][CH:25]([C:26](=[O:27])[OH:28])[NH:30][S:31](=[O:32])(=[O:33])[c:34]3[cH:35][cH:36][c:37]([CH3:40])[cH:38][cH:39]3)[cH:23]2)[CH2:6][CH2:7]1. The reactants are 400, S(O)(O)(=O)=O (sulphuric acid), COC(CC#N)=O (cyanoacetic acid methyl ester), C(CCC)N (n-butylamine), COC(CC(=O)C)=O (acetoacetic acid methyl ester). The solvent is O (water), O (water). Run at temperature 120 celsius. The product is C(CCC)N1C(C(=C(C=C1O)C)C#N)=O (1-butyl-3-cyano-4-methyl-6-hydroxypyrid-2-one). Isolated yield 85.0%. As a reaction SMILES: CO[C:3](=[O:7])[CH2:4][C:5]#[N:6].[CH2:8]([NH2:12])[CH2:9][CH2:10][CH3:11].C[O:14][C:15](=O)[CH2:16][C:17]([CH3:19])=O.S(=O)(=O)(O)O>O>[CH2:8]([N:12]1[C:15]([OH:14])=[CH:16][C:17]([CH3:19])=[C:4]([C:5]#[N:6])[C:3]1=[O:7])[CH2:9][CH2:10][CH3:11]. Reported procedure: 69.3 parts of cyanoacetic acid methyl ester are added at 20° to 30° C. to 117.5 parts of n-butylamine, while stirring, the mixture is stirred for approx. 12 hours, 150 parts of water and 93.4 parts of acetoacetic acid methyl ester are added and the mixture is heated at 120° C. for 6 hours in an autoclave, a pressure of 13 bars being generated. The reaction solution is then run into a mixture of 400 parts of water and 75 parts of 61% strength sulphuric acid and the precipitate which has been form...